From a dataset of the Open Reaction Database (ORD), a public repository of structured organic reaction records. describe an organic reaction: reactants, conditions, products, and yield Reactants: C1(CCCCC1)C=O (cyclohexanecarbaldehyde), C(=C)C(=O)C (methyl vinyl ketone), S(O)(O)(=O)=O (sulfuric acid), C([O-])(O)=O.[Na+] (sodium bicarbonate). Solvent: C1(=CC=CC=C1)C (toluene). Reaction conditions: time 1 hour. The product is C1=CC(CCC12CCCCC2)=O (spiro[5.5]undec-1-en-3-one). RXN SMILES: [CH:1]1([CH:7]=O)[CH2:6][CH2:5][CH2:4][CH2:3][CH2:2]1.[CH:9]([C:11]([CH3:13])=[O:12])=[CH2:10].S(=O)(=O)(O)O.C(=O)(O)[O-].[Na+]>C1(C)C=CC=CC=1>[CH:7]1[C:1]2([CH2:2][CH2:3][CH2:4][CH2:5][CH2:6]2)[CH2:10][CH2:9][C:11](=[O:12])[CH:13]=1 |f:3.4|. Procedure: To a solution of cyclohexanecarbaldehyde (10.7 mL) in toluene (100 mL) were added successively methyl vinyl ketone (15 mL) and concentrated sulfuric acid (0.1 mL). The reaction mixture was stirred at room temperature for 1 hour and then heated under reflux while stirring for 4 hours. After cooling down to room temperature, saturated aqueous sodium bicarbonate solution was added to the reaction mixture, followed by separation of the organic layer. Then, after the aqueous layer was extracted with ... Starting materials: STEEL, C(C)(=O)OCCOCCOCC (diethylene glycol monoethyl ether acetate), C1(O)=CC=C(O)C=C1 (hydroquinone), C(C=C)(=O)O (acrylic acid), CN(CC1=CC=CC=C1)C (dimethyl benzyl amine), C1(=CC=CC=C1O)C (cresol). Reaction conditions: temperature 110 celsius. Product: C1(C2C(C(=O)O1)CCC=C2)=O (tetrahydrophthalic acid anhydride), C(C)(=O)OCCOCCOCC (diethylene glycol monoethyl ether acetate). As a reaction SMILES: [C:1]1([CH3:8])[C:6](O)=[CH:5][CH:4]=[CH:3][CH:2]=1.[C:9]([O:12][CH2:13][CH2:14][O:15][CH2:16][CH2:17][O:18][CH2:19][CH3:20])(=[O:11])[CH3:10].C1(C=CC(O)=CC=1)[OH:22].C(O)(=O)C=C.CN(C)CC1C=CC=CC=1>>[C:8]1(=[O:22])[O:12][C:9](=[O:11])[CH:6]2[CH2:5][CH2:4][CH:3]=[CH:2][CH:1]12.[C:9]([O:12][CH2:13][CH2:14][O:15][CH2:16][CH2:17][O:18][CH2:19][CH3:20])(=[O:11])[CH3:10]. Procedure: A reflux condenser, a thermometer, a bleed tube, and a stirrer were set to a four-necked flask. In order to prepare a reaction solution, 203 parts by mass of cresol novolac epoxy resin “YDCN-700-5” (available from NIPPON STEEL CHEMICAL CO., LTD., epoxy equivalent weight: 203), 103 parts by mass of diethylene glycol monoethyl ether acetate, 0.2 parts by mass of hydroquinone, 72.7 parts by mass of acrylic acid, and 0.6 parts by mass of dimethyl benzyl amine were added to the four-necked flask. The... Starting materials: BrC=1C=CC(=C(OC2CCN(CC2)C)C1)OC (4-(5-bromo-2-methoxy-phenoxy)-1-methyl-piperidine), amine, aryl halide, C(C)(C)(C)OC(=O)N1[C@H](CNCC1)CC1=CC=CC=C1 (2(S)-benzyl-piperazine-1-carboxylic acid tert-butyl ester). Product: C(C1=CC=CC=C1)[C@H]1CN(CCN1)C1=CC(=C(C=C1)OC)OC1CCN(CC1)C ((S)-3-benzyl-1-(4-methoxy-3-(1-methylpiperidin-4-yloxy)phenyl)piperazine). As a reaction SMILES: Br[C:2]1[CH:3]=[CH:4][C:5]([O:16][CH3:17])=[C:6]([CH:15]=1)[O:7][CH:8]1[CH2:13][CH2:12][N:11]([CH3:14])[CH2:10][CH2:9]1.C(OC([N:25]1[CH2:30][CH2:29][NH:28][CH2:27][C@@H:26]1[CH2:31][C:32]1[CH:37]=[CH:36][CH:35]=[CH:34][CH:33]=1)=O)(C)(C)C>>[CH2:31]([C@@H:26]1[NH:25][CH2:30][CH2:29][N:28]([C:2]2[CH:3]=[CH:4][C:5]([O:16][CH3:17])=[C:6]([O:7][CH:8]3[CH2:13][CH2:12][N:11]([CH3:14])[CH2:10][CH2:9]3)[CH:15]=2)[CH2:27]1)[C:32]1[CH:33]=[CH:34][CH:35]=[CH:36][CH:37]=1. Reported procedure: The title compound was prepared by the method outlined for Example 1 using 4-(5-bromo-2-methoxy-phenoxy)-1-methyl-piperidine as the aryl halide and 2(S)-benzyl-piperazine-1-carboxylic acid tert-butyl ester as the amine component. The title compound was isolated as an orange oil. 1H NMR (MeOH-d4) 7.33-7.29 (m, 2H), 7.25-7.22 (m, 3H), 6.85 (d, J=8.8, 1H), 6.55 (d, J=2.8, 1H), 6.50 (dd, J=8.8, 2.8, 1H), 4.24 (m, 1H), 3.74 (s, 3H), 3.35-3.27 (m, 2H), 3.05-3.00 (m, 2H), 2.91-2.85 (m, 1H), 2.74-2.65 (... Reactants: hydrazide, 16-oxo verrucarin A, 4C, [Se](=O)=O (selenium dioxide), C[C@@H]1CCOC(=O)/C=C/C=C\C(=O)O[C@@H]2C[C@@H]3[C@]4([C@]2([C@]5(CCC(=C[C@H]5O3)C)COC(=O)[C@H]1O)C)CO4 (verrucarin A). Reported procedure: The trichothecene therapeutic agent 16-oxo verrucarin A is prepared by selenium dioxide oxidation of verrucarin A. The MAb hydrazide is then reacted with 16-oxo verrucarin A at 4C overnight with agitation, thereby yielding a unique Schiff base-linked targeting substance conjugate having the following structure: ##STR29## As a reaction SMILES: [Se](=O)=O.C[C@H]1[C@H](O)C(=O)O[CH2:31][C@:23]23[C@H:28]([O:29][C@H:20]4[C@:21]5(O[CH2:38]5)[C@:22]2([CH3:37])[C@@H:18]([CH2:19]4)OC(=O)C=CC=CC(=O)OCC1)[CH:27]=[C:26]([CH3:30])[CH2:25][CH2:24]3>>[CH3:38][CH:21]1[C@@:22]2([CH3:37])[C@:23]3([CH3:31])[C@H:28]([O:29][C@@H:20]1[CH2:19][CH2:18]2)[CH:27]=[C:26]([CH3:30])[CH2:25][CH2:24]3. Yields the product CC1[C@H]2CC[C@@]1([C@]3(CCC(=C[C@H]3O2)C)C)C (trichothecene), Schiff base.